From a dataset of the Open Reaction Database (ORD), a public repository of structured organic reaction records. describe an organic reaction: reactants, conditions, products, and yield Starting materials: O (water), OC1=CC2=C(C(CO2)=O)C=C1 (6-hydroxy-2H-benzofuran-3-one), COC1=CC=C(C=O)C(=C1)OC (4,6-dimethoxybenzaldehyde), Cl (hydrochloric acid). Solvent: CO (methanol). The product is COC1=CC=C(C(=C1)OC)C=C1OC2=C(C1=O)C=CC(=C2)O (2-[(4,6-dimethoxyphenyl)methylene]-6-hydroxy-3(2H)-benzofuranone). The yield is 47.8%. RXN SMILES: [OH:1][C:2]1[CH:11]=[CH:10][C:5]2[C:6](=[O:9])[CH2:7][O:8][C:4]=2[CH:3]=1.[CH3:12][O:13][C:14]1[CH:21]=[C:20]([O:22][CH3:23])[C:17]([CH:18]=O)=[CH:16][CH:15]=1.Cl.O>CO>[CH3:12][O:13][C:14]1[CH:21]=[C:20]([O:22][CH3:23])[C:17]([CH:18]=[C:7]2[C:6](=[O:9])[C:5]3[CH:10]=[CH:11][C:2]([OH:1])=[CH:3][C:4]=3[O:8]2)=[CH:16][CH:15]=1. Reported procedure: After 6-hydroxy-2H-benzofuran-3-one 1 g and 4,6-dimethoxybenzaldehyde 1.23 g were dissolved in methanol 75 ml, concentrated hydrochloric acid 50 ml was added, and the mixture was refluxed for 1.5 hours. The solution was cooled to room temperature, water 400 ml was added, and precipitated crystals were filtered and dried over phosphorous pentoxide at a temperature of 60° C. for four hours under reduced pressure to obtain the desired compound 0.95 g. The reactants are CO, CC(CCc1ccc(C#CCCCc2ccccc2)s1)C(N)O, [Na+], [OH-], O=S(=O)(O)O. The product is CC(CCc1ccc(C(=O)CCCCc2ccccc2)s1)C(N)O. RXN SMILES: [CH3:31][OH:32].[NH2:1][CH:2]([CH:3]([CH2:4][CH2:5][c:6]1[s:7][c:8]([C:11]#[C:12][CH2:13][CH2:14][CH2:15][c:16]2[cH:17][cH:18][cH:19][cH:20][cH:21]2)[cH:9][cH:10]1)[CH3:22])[OH:23].[Na+:30].[OH-:29].[S:24]([OH:25])(=[O:26])(=[O:27])[OH:28]>>[NH2:1][CH:2]([CH:3]([CH2:4][CH2:5][c:6]1[s:7][c:8]([C:11]([CH2:12][CH2:13][CH2:14][CH2:15][c:16]2[cH:17][cH:18][cH:19][cH:20][cH:21]2)=[O:25])[cH:9][cH:10]1)[CH3:22])[OH:23]. The reactants are BrC1=CC=C(C=C1)C1=CC=C(N=N1)Cl (6-(p-bromophenyl)-3-chloropyridazine), C(NN)(=O)OCC (ethyl carbazate). Run in C(CCC)O (n-butanol). Yields the product BrC1=CC=C(C=C1)C=1C=CC=2N(N1)C(NN2)=O (6-(p-Bromophenyl)-1,2,4-triazolo[4,3-b]pyridazin-3(2H)-one). RXN SMILES: [Br:1][C:2]1[CH:7]=[CH:6][C:5]([C:8]2[N:13]=[N:12][C:11](Cl)=[CH:10][CH:9]=2)=[CH:4][CH:3]=1.[C:15](OCC)(=[O:18])[NH:16][NH2:17]>C(O)CCC>[Br:1][C:2]1[CH:7]=[CH:6][C:5]([C:8]2[CH:9]=[CH:10][C:11]3[N:12]([C:15](=[O:18])[NH:16][N:17]=3)[N:13]=2)=[CH:4][CH:3]=1. Procedure details: A mixture of 2.69 g. of 6-(p-bromophenyl)-3-chloropyridazine (U.S. Pat. No. 4,092,311), 3.12 g. of ethyl carbazate and 50 ml. of n-butanol is heated at reflux for 16 hours, then cooled and filtered giving an orange solid which is saved. The filtrate is heated at reflux for 23 hours, then chilled in an ice bath and filtered giving more orange solid. The two crops are combined and recrystallized from dimethylformamide, giving 0.65 g. of the desired product as orange crystals, m.p. 348°-350° C. (de... Starting materials: ClC=1C=CC(=C(C(=O)C2=CC=CC=C2)C1)N1C(=NN=C1C)CBr (5-chloro-2-[3-(bromomethyl)-5-methyl-4H-1,2,4-triazol-4-yl]benzophenone), N (ammonia). Run in O1CCCC1 (tetrahydrofuran), CO (methanol). Run at time 24 hour. The product is ClC=1C=CC2=C(C(=NCC=3N2C(=NN3)C)C3=CC=CC=C3)C1 (8-chloro-1-methyl-6-phenyl-4H-s-triazolo[4,3-a][1,4]benzodiazepine). As a reaction SMILES: [Cl:1][C:2]1[CH:3]=[CH:4][C:5]([N:16]2[C:20]([CH3:21])=[N:19][N:18]=[C:17]2[CH2:22]Br)=[C:6]([CH:15]=1)[C:7]([C:9]1[CH:14]=[CH:13][CH:12]=[CH:11][CH:10]=1)=O.[NH3:24]>O1CCCC1.CO>[Cl:1][C:2]1[CH:3]=[CH:4][C:5]2[N:16]3[C:20]([CH3:21])=[N:19][N:18]=[C:17]3[CH2:22][N:24]=[C:7]([C:9]3[CH:14]=[CH:13][CH:12]=[CH:11][CH:10]=3)[C:6]=2[CH:15]=1. Procedure: A stirred suspension of 5-chloro-2-[3-(bromomethyl)-5-methyl-4H-1,2,4-triazol-4-yl]benzophenone (391 mg., 0.001 mole) in tetrahydrofuran (15 ml.) is cooled in an ice bath and treated with a saturated solution of ammonia in methanol (12.5 ml.). The resulting solution is allowed to warm to ambient temperature and stand for 24 hours. It is then concentrated in vacuo. The residue is suspended in water, treated with a little sodium bicarbonate and extracted with methylene chloride. The extract is was... Starting materials: O1CCN(CC1)CCN (2-morpholino-1-ethanamine), CN1CCOCC1 (4-Methylmorpholine), 4- Nitrochloroformate, NC=1C2=C(N=CN1)N(C=C2C2=CC=C(C=C2)OC2=CC=CC=C2)C2CC(CC2)O (3-(4-Amino-5-(4-phenoxyphenyl)-7H-pyrrolo[2,3-d]pyrimidin-7-yl)-1-cyclopentanol). The solvent is ClCCl (dichloromethane), C(C)(=O)OCC (ethyl acetate), ClCCl (dichloromethane), ClCCl (dichloromethane). Conditions: time 20 minute. Product: O1CCN(CC1)CCNC(OC1CC(CC1)N1C=C(C2=C1N=CN=C2N)C2=CC=C(C=C2)OC2=CC=CC=C2)=O (3-[4-amino-5-(4-phenoxyphenyl)-7H-pyrrolo[2,3-d]pyrimidin-7-yl]cyclopentyl N-(2-morpholinoethyl)carbamate). RXN SMILES: CN1CC[O:5][CH2:4]C1.[NH2:8][C:9]1[C:10]2[C:17]([C:18]3[CH:23]=[CH:22][C:21]([O:24][C:25]4[CH:30]=[CH:29][CH:28]=[CH:27][CH:26]=4)=[CH:20][CH:19]=3)=[CH:16][N:15]([CH:31]3[CH2:35][CH2:34][CH:33]([OH:36])[CH2:32]3)[C:11]=2[N:12]=[CH:13][N:14]=1.[O:37]1[CH2:42][CH2:41][N:40]([CH2:43][CH2:44][NH2:45])[CH2:39][CH2:38]1>ClCCl.C(OCC)(=O)C>[O:37]1[CH2:42][CH2:41][N:40]([CH2:43][CH2:44][NH:45][C:4](=[O:5])[O:36][CH:33]2[CH2:34][CH2:35][CH:31]([N:15]3[C:11]4[N:12]=[CH:13][N:14]=[C:9]([NH2:8])[C:10]=4[C:17]([C:18]4[CH:19]=[CH:20][C:21]([O:24][C:25]5[CH:30]=[CH:29][CH:28]=[CH:27][CH:26]=5)=[CH:22][CH:23]=4)=[CH:16]3)[CH2:32]2)[CH2:39][CH2:38]1. Procedure: 4- Nitrochloroformate (12.5 mg, 0.062 mmol) in dichloromethane (1 mL) was cooled on an ice-water bath. 4-Methylmorpholine (7 uL, 0.062 mmol) was added slowly. After 20 minutes, the ice-water bath was removed and the reaction mixture was allowed to warm up to room temperature. 3-(4-Amino-5-(4-phenoxyphenyl)-7H-pyrrolo[2,3-d]pyrimidin-7-yl)-1-cyclopentanol (20 mg, 0.052 mmol) was added and the reaction mixture was stirred for 4days. The reaction mixture was diluted with dichloromethane. The organi... The reactants are CC(C)(C)OC(=O)N1CCN(c2ccccc2COS(C)(=O)=O)CC1, CC(C)(C)[O-], CCO, CS, [K+]. Product: CSCc1ccccc1N1CCN(C(=O)OC(C)(C)C)CC1. RXN SMILES: [C:9]([CH3:10])([CH3:11])([CH3:12])[O:13][C:14](=[O:15])[N:16]1[CH2:17][CH2:18][N:19]([c:22]2[c:23]([CH2:28][O:29][S:30]([CH3:31])(=[O:32])=[O:33])[cH:24][cH:25][cH:26][cH:27]2)[CH2:20][CH2:21]1.[CH3:1][C:2]([CH3:3])([O-:4])[CH3:5].[CH3:34][CH2:35][OH:36].[CH3:7][SH:8].[K+:6]>>[CH3:7][S:8][CH2:28][c:23]1[c:22]([N:19]2[CH2:18][CH2:17][N:16]([C:14]([O:13][C:9]([CH3:10])([CH3:11])[CH3:12])=[O:15])[CH2:21][CH2:20]2)[cH:27][cH:26][cH:25][cH:24]1.